Dataset: the Open Reaction Database (ORD), a public repository of structured organic reaction records. Task: describe an organic reaction: reactants, conditions, products, and yield The reactants are CCOC(C)=O, CCCCCC, O=C(NCCCCCO)C(F)(F)F, NCCCCO. Product: O=C(NCCCCO)C(F)(F)F. As a reaction SMILES: [C:26]([O:27][CH2:28][CH3:29])(=[O:30])[CH3:31].[CH3:20][CH2:21][CH2:22][CH2:23][CH2:24][CH3:25].[F:7][C:8]([C:9](=[O:10])[NH:11][CH2:12][CH2:13][CH2:14][CH2:15][CH2:16][OH:17])([F:18])[F:19].[NH2:1][CH2:2][CH2:3][CH2:4][CH2:5][OH:6]>>[NH:1]([CH2:2][CH2:3][CH2:4][CH2:5][OH:6])[C:9]([C:8]([F:7])([F:18])[F:19])=[O:10]. Starting materials: N1=CC=CC2=CC=C3C=CC=NC3=C12 (1,10-phenanthroline), C(C)C(=O)C (methyl ethyl ketone). The product is OC(CC)(C)C1=NC2=C3N=CC=CC3=CC=C2C=C1 (2-[(1-hydroxy-1-methylpropyl)]-1,10-phenanthroline). RXN SMILES: [N:1]1[C:14]2[C:5](=[CH:6][CH:7]=[C:8]3[C:13]=2[N:12]=[CH:11][CH:10]=[CH:9]3)[CH:4]=[CH:3][CH:2]=1.[CH2:15]([C:17]([CH3:19])=[O:18])[CH3:16]>>[OH:18][C:17]([C:2]1[CH:3]=[CH:4][C:5]2[C:14](=[C:13]3[C:8](=[CH:7][CH:6]=2)[CH:9]=[CH:10][CH:11]=[N:12]3)[N:1]=1)([CH3:19])[CH2:15][CH3:16]. Reported procedure: The process if claim 1 wherein methyl ethyl ketone is coupled with 1,10-phenanthroline to provide 2-[(1-hydroxy-1-methylpropyl)]-1,10-phenanthroline. The reactants are Br, CC(C)Nc1nc(C(=O)O)cs1, COC(COc1ccc(C(C)=O)c(N)c1Cl)OC, O, O=P(Cl)(Cl)Cl, c1ccncc1. Yields the product COC(COc1ccc(C(C)=O)c(NC(=O)c2csc(NC(C)C)n2)c1Cl)OC. Reaction SMILES: [BrH:19].[CH:20]([CH3:21])([CH3:22])[NH:23][c:24]1[s:25][cH:26][c:27]([C:29](=[O:30])[OH:31])[n:28]1.[NH2:1][c:2]1[c:3]([C:16]([CH3:17])=[O:18])[cH:4][cH:5][c:6]([O:9][CH2:10][CH:11]([O:12][CH3:13])[O:14][CH3:15])[c:7]1[Cl:8].[OH2:37].[P:32]([Cl:33])([Cl:34])([Cl:35])=[O:36].[cH:38]1[cH:39][cH:40][n:41][cH:42][cH:43]1>>[NH:1]([c:2]1[c:3]([C:16]([CH3:17])=[O:18])[cH:4][cH:5][c:6]([O:9][CH2:10][CH:11]([O:12][CH3:13])[O:14][CH3:15])[c:7]1[Cl:8])[C:29]([c:27]1[cH:26][s:25][c:24]([NH:23][CH:20]([CH3:21])[CH3:22])[n:28]1)=[O:30]. Yields the product C=Cc1coc(C=O)c1. Reactants: O=Cc1cc(Br)co1, O=Cc1ccc(Cc2ccccc2)o1, C=CB(OCCCC)OCCCC, CN(C)C=O. RXN SMILES: [Br:1][c:2]1[cH:3][c:4]([CH:7]=[O:8])[o:5][cH:6]1.[CH2:22]([c:23]1[o:24][c:25]([CH:26]=[O:27])[cH:28][cH:29]1)[c:30]1[cH:31][cH:32][cH:33][cH:34][cH:35]1.[CH2:9]([CH2:10][CH2:20][CH3:21])[O:11][B:12]([CH:13]=[CH2:14])[O:15][CH2:16][CH2:17][CH2:18][CH3:19].[CH3:36][N:37]([CH3:38])[CH:39]=[O:40]>>[c:2]1([CH:9]=[CH2:10])[cH:3][c:4]([CH:7]=[O:8])[o:5][cH:6]1.